This data is from the Open Reaction Database (ORD), a public repository of structured organic reaction records. The task is: describe an organic reaction: reactants, conditions, products, and yield Reactants: CC=1SC2=C(N1)C=C(C=C2)OCC2OC2 (2-methyl-5-(oxiran-2-ylmethoxy) benzothiazole), ( 3 ), N1(CCNCC1)C(=O)OC(C)(C)C (tert-butyl 1-piperazinecarboxylate), ( 4 ). The solvent is C(C)O (ethanol). Run at temperature 85 celsius, time 8 hour. Yields the product C(C)(C)(C)OC(=O)N1CCN(CC1)CC(COC=1C=CC2=C(N=C(S2)C)C1)O (4-[2-hydroxy-3-(2-methylbenzothiazol-5-yloxy)propyl]-piperazine-1-carboxylic acid tert-butyl ester). The yield is 71.0%. Reaction SMILES: [CH3:1][C:2]1[S:3][C:4]2[CH:10]=[CH:9][C:8]([O:11][CH2:12][CH:13]3[CH2:15][O:14]3)=[CH:7][C:5]=2[N:6]=1.[N:16]1([C:22]([O:24][C:25]([CH3:28])([CH3:27])[CH3:26])=[O:23])[CH2:21][CH2:20][NH:19][CH2:18][CH2:17]1>C(O)C>[C:25]([O:24][C:22]([N:16]1[CH2:21][CH2:20][N:19]([CH2:15][CH:13]([OH:14])[CH2:12][O:11][C:8]2[CH:9]=[CH:10][C:4]3[S:3][C:2]([CH3:1])=[N:6][C:5]=3[CH:7]=2)[CH2:18][CH2:17]1)=[O:23])([CH3:28])([CH3:26])[CH3:27]. Procedure details: To 2-methyl-5-(oxiran-2-ylmethoxy) benzothiazole (2.21 g, 10 mmol), a compound of formula (3), was added tert-butyl 1-piperazinecarboxylate (1.86 g, 10 mmol), a compound of formula (4), and ethanol (30 ml). The resulting solution was heated to 85° C. and stirred for 8 hours. The solvent was evaporated under reduced pressure, and the residue was chromatographed on silica gel, eluting with 5% methanol/methylene chloride, to yield 4-[2-hydroxy-3-(2-methylbenzothiazol-5-yloxy)propyl]-piperazine-1-ca...